This data is from the Open Reaction Database (ORD), a public repository of structured organic reaction records. The task is: describe an organic reaction: reactants, conditions, products, and yield The reactants are CC(=O)SC1COC(CN(OCc2ccccc2)C(C)=O)C1, CO, C[O-], CC(C)O, Cl, [Na+], C1CCOC1. Product: CC(=O)N(CC1CC(S)CO1)OCc1ccccc1. RXN SMILES: [C:1]([CH3:2])(=[O:3])[N:4]([O:5][CH2:6][c:7]1[cH:8][cH:9][cH:10][cH:11][cH:12]1)[CH2:13][CH:14]1[CH2:15][CH:16]([S:19][C:20](=[O:21])[CH3:22])[CH2:17][O:18]1.[CH3:23][OH:24].[CH3:25][O-:26].[CH:28]([OH:29])([CH3:30])[CH3:31].[ClH:32].[Na+:27].[O:33]1[CH2:34][CH2:35][CH2:36][CH2:37]1>>[C:1]([CH3:2])(=[O:3])[N:4]([O:5][CH2:6][c:7]1[cH:8][cH:9][cH:10][cH:11][cH:12]1)[CH2:13][CH:14]1[CH2:15][CH:16]([SH:19])[CH2:17][O:18]1.